Dataset: the Open Reaction Database (ORD), a public repository of structured organic reaction records. Task: describe an organic reaction: reactants, conditions, products, and yield Starting materials: CCOC(=O)Cc1c(C(=O)OCC)c2cc(Oc3ccc(OC(F)(F)F)cc3)ccc2n1-c1ccc(N(CC)CC)cc1, [Na+], C1COCCO1, [OH-]. Yields the product CCOC(=O)c1c(CC(=O)O)n(-c2ccc(N(CC)CC)cc2)c2ccc(Oc3ccc(OC(F)(F)F)cc3)cc12. Reaction SMILES: [CH2:1]([CH3:2])[O:3][C:4](=[O:5])[c:6]1[c:7]([CH2:38][C:39](=[O:40])[O:41][CH2:42][CH3:43])[n:8](-[c:27]2[cH:28][cH:29][c:30]([N:33]([CH2:34][CH3:35])[CH2:36][CH3:37])[cH:31][cH:32]2)[c:9]2[cH:10][cH:11][c:12]([O:15][c:16]3[cH:17][cH:18][c:19]([O:22][C:23]([F:24])([F:25])[F:26])[cH:20][cH:21]3)[cH:13][c:14]12.[Na+:45].[O:46]1[CH2:47][CH2:48][O:49][CH2:50][CH2:51]1.[OH-:44]>>[CH2:1]([CH3:2])[O:3][C:4](=[O:5])[c:6]1[c:7]([CH2:38][C:39](=[O:40])[OH:41])[n:8](-[c:27]2[cH:28][cH:29][c:30]([N:33]([CH2:34][CH3:35])[CH2:36][CH3:37])[cH:31][cH:32]2)[c:9]2[cH:10][cH:11][c:12]([O:15][c:16]3[cH:17][cH:18][c:19]([O:22][C:23]([F:24])([F:25])[F:26])[cH:20][cH:21]3)[cH:13][c:14]12. The reactants are N1N=CC=C1 (pyrazole), Cl.FC1=CC=C(C=C1)NN (4-fluorophenylhydrazine hydrochloride), NC1=CC(=NN1C(=O)OC(C)(C)C)C(=O)OC (5-Amino-1-tert-butoxycarbonyl-3-methoxycarbonylpyrazole), C(C)OC(=O)C1=NN(C(=C1)N)C1=CC=C(C=C1)F (5-amino-1-(4-fluorophenyl)-1H-pyrazole-3-carboxylic acid ethyl ester), CC1C(CCCC1)NC(=O)C1=NNC(=C1Br)NC(C1=C(C=CC=C1)Cl)=O (4-Bromo-5-(2-chloro-benzoylamino)-1H-pyrazole-3-carboxylic acid (2-methyl-cyclohexyl)-amide), O=C1C(N=C(C2=C(N1)C=CC=C2)C2=CC=CC=C2)NC(=O)C2=NN(C(=C2C)NC(C2=C(C=CC=C2)Cl)=O)C2=NC=CC=C2 (4-methyl-5-(2-chloro-benzoylamino)-1-(pyridine-2-yl)-pyrazole-3-carboxylic acid (2-oxo-5-phenyl-2,3-dihydro-1H-benzo[e][1,4]diazepin-3-yl)amide). The product is N1(CCC(CC1)CCNC(=O)C1=NN(C(=C1Br)NC(C1=C(C=CC=C1)Cl)=O)C1=CC=C(C=C1)F)C1=CC=NC=C1 (4-bromo-5-(2-chloro-benzoylamino)-1-(p-fluorophenyl)-pyrazole-3-carboxylic acid [2-(3,4,5,6-tetrahydro-2H-[1,4′]bipyridin-4-yl)-ethyl]amide). As a reaction SMILES: N1C=[CH:4][CH:3]=N1.C(OC(C1C=C(N)N([C:17]2[CH:22]=[CH:21][C:20]([F:23])=[CH:19][CH:18]=2)N=1)=O)C.CC1[CH2:30][CH2:29][CH2:28][CH2:27][CH:26]1[NH:31][C:32]([C:34]1[C:38]([Br:39])=[C:37]([NH:40][C:41](=[O:49])[C:42]2[CH:47]=[CH:46][CH:45]=[CH:44][C:43]=2[Cl:48])[NH:36][N:35]=1)=[O:33].Cl.FC1C=CC(NN)=CC=1.N[C:61]1[N:65]([C:66](OC(C)(C)C)=O)[N:64]=[C:63]([C:73](OC)=O)[CH:62]=1.O=C1NC2C=CC=CC=2C(C2C=CC=CC=2)=NC1NC(C1C(C)=C(NC(=O)C2C=CC=CC=2Cl)N(C2C=CC=CN=2)N=1)=O>>[N:64]1([C:63]2[CH:62]=[CH:61][N:65]=[CH:66][CH:73]=2)[CH2:30][CH2:29][CH:28]([CH2:27][CH2:26][NH:31][C:32]([C:34]2[C:38]([Br:39])=[C:37]([NH:40][C:41](=[O:49])[C:42]3[CH:47]=[CH:46][CH:45]=[CH:44][C:43]=3[Cl:48])[N:36]([C:17]3[CH:18]=[CH:19][C:20]([F:23])=[CH:21][CH:22]=3)[N:35]=2)=[O:33])[CH2:4][CH2:3]1 |f:3.4|. Procedure: The pyrazole acid, prepared as described in Procedure 8 using 5-amino-1-(4-fluorophenyl)-1H-pyrazole-3-carboxylic acid ethyl ester prepared as described for compound 188 in Procedure 41 using 4-fluorophenylhydrazine hydrochloride) in place of compound 20, was coupled to 2-(3,4,5,6-tetrahydro-2H-[1,4′]bipyridin-4-yl)ethylamine (prepared as described in Procedure 14) using the method of Procedure 10. The reactants are CN1CC2CC(C2(C1)C1=CC(=CC=C1)OC)=O (3-methyl-5-(m-methoxyphenyl)-3-azabicyclo[3.2.0]heptan-6-one), C1(=CC=CC=C1)C (toluene), CC(CO)(CO)C (2,2-dimethyl-1,3-propanediol), C1(=CC=C(C=C1)S(=O)(=O)O)C (p-toluenesulfonic acid). Solvent: CCOCC (ether). Yields the product COC=1C=C(C=CC1)C12CN(CC1CC21OCC(CO1)(C)C)C (5-(m-Methoxyphenyl)-3,5',5'-trimethyl-spiro[3-azabicyclo[3.2.0]heptane-6,2'-[1,3]dioxane]). As a reaction SMILES: [CH3:1][N:2]1[CH2:8][C:7]2([C:9]3[CH:14]=[CH:13][CH:12]=[C:11]([O:15][CH3:16])[CH:10]=3)[CH:4]([CH2:5][C:6]2=[O:17])[CH2:3]1.[CH3:18][C:19]([CH3:24])([CH2:22]O)[CH2:20][OH:21].C1(C)C=CC(S(O)(=O)=O)=CC=1.C1(C)C=CC=CC=1>CCOCC>[CH3:16][O:15][C:11]1[CH:10]=[C:9]([C:7]23[C:6]4([O:21][CH2:20][C:19]([CH3:24])([CH3:22])[CH2:18][O:17]4)[CH2:5][CH:4]2[CH2:3][N:2]([CH3:1])[CH2:8]3)[CH:14]=[CH:13][CH:12]=1. Reported procedure: A mixture of 1.18 g. of 3-methyl-5-(m-methoxyphenyl)-3-azabicyclo[3.2.0]heptan-6-one, 0.78 g. of 2,2-dimethyl-1,3-propanediol and 1.05 g. of p-toluenesulfonic acid in 25 ml. of toluene was heated at reflux under a Dean-Stark trap for 29 hours. The mixture was cooled, diluted with ether, washed with 10% sodium hydroxide, and then with water giving a brown oil. This oil was distilled in a Kugelrohr apparatus at 175° C. and 0.10 mm., giving the desired product as a colorless oil. The reactants are CI, [H-], [Na+], C1CCOC1, O, CCCCCc1c(CO)nc(C(C)C)c(CO[Si](c2ccccc2)(c2ccccc2)C(C)(C)C)c1-c1ccc(F)cc1. The product is CCCCCc1c(COC)nc(C(C)C)c(CO[Si](c2ccccc2)(c2ccccc2)C(C)(C)C)c1-c1ccc(F)cc1. Reaction SMILES: [CH3:43][I:44].[H-:45].[Na+:46].[O:47]1[CH2:48][CH2:49][CH2:50][CH2:51]1.[OH2:52].[OH:1][CH2:2][c:3]1[n:4][c:5]([CH:40]([CH3:41])[CH3:42])[c:6]([CH2:21][O:22][Si:23]([c:24]2[cH:25][cH:26][cH:27][cH:28][cH:29]2)([c:30]2[cH:31][cH:32][cH:33][cH:34][cH:35]2)[C:36]([CH3:37])([CH3:38])[CH3:39])[c:7](-[c:14]2[cH:15][cH:16][c:17]([F:20])[cH:18][cH:19]2)[c:8]1[CH2:9][CH2:10][CH2:11][CH2:12][CH3:13]>>[O:1]([CH2:2][c:3]1[n:4][c:5]([CH:40]([CH3:41])[CH3:42])[c:6]([CH2:21][O:22][Si:23]([c:24]2[cH:25][cH:26][cH:27][cH:28][cH:29]2)([c:30]2[cH:31][cH:32][cH:33][cH:34][cH:35]2)[C:36]([CH3:37])([CH3:38])[CH3:39])[c:7](-[c:14]2[cH:15][cH:16][c:17]([F:20])[cH:18][cH:19]2)[c:8]1[CH2:9][CH2:10][CH2:11][CH2:12][CH3:13])[CH3:43]. The reactants are S(O)(O)(=O)=O (sulphuric acid), C(C1=CC=CC=C1)N1C2CC(CC1CC2)(O)C2=CC=CC=C2 (8-Benzyl-3-phenyl-8-aza-bicyclo[3.2.1]octan-3-ol), C(C)[SiH](CC)CC (triethylsilane). Solvent: C(=O)(C(F)(F)F)O (TFA). Reaction conditions: temperature 0 celsius, time 1 hour. Yields the product C(C1=CC=CC=C1)N1C2C=C(CC1CC2)C2=CC=CC=C2 (8-Benzyl-3-phenyl-8-aza-bicyclo[3.2.1]oct-2-ene). As a reaction SMILES: [CH2:1]([N:8]1[CH:13]2[CH2:14][CH2:15][CH:9]1[CH2:10][C:11]([C:17]1[CH:22]=[CH:21][CH:20]=[CH:19][CH:18]=1)(O)[CH2:12]2)[C:2]1[CH:7]=[CH:6][CH:5]=[CH:4][CH:3]=1.S(=O)(=O)(O)O.C([SiH](CC)CC)C>C(O)(C(F)(F)F)=O>[CH2:1]([N:8]1[CH:13]2[CH2:14][CH2:15][CH:9]1[CH:10]=[C:11]([C:17]1[CH:22]=[CH:21][CH:20]=[CH:19][CH:18]=1)[CH2:12]2)[C:2]1[CH:3]=[CH:4][CH:5]=[CH:6][CH:7]=1. Reported procedure: 8-Benzyl-3-phenyl-8-aza-bicyclo[3.2.1]octan-3-ol (0.1 g, 0.34 mmol) was dissolved in TFA (1 mL) and cooled to 0° C. Concentrated sulphuric acid (0.054 mL) was added and the mixture stirred for 1 hour, then triethylsilane (0.17 mL) was added. After 2 hours the mixture was allowed to warm to room temperature, and then to stand for 60 hours. The mixture was concentrated under vacuum and diluted with a solution of saturated aqueous sodium carbonate. The products were extracted into DCM, dried over m...